describe an organic reaction: reactants, conditions, products, and yield From a dataset of the Open Reaction Database (ORD), a public repository of structured organic reaction records. Starting materials: O=C(O)c1ccc(Cl)c(Cl)c1, Cc1cccc(-c2sc(C)nc2C(=O)N2CC3CC3C2CN)c1. The product is Cc1cccc(-c2sc(C)nc2C(=O)N2CC3CC3C2CNC(=O)c2ccc(Cl)c(Cl)c2)c1. Reaction SMILES: [Cl:24][c:25]1[cH:26][c:27]([C:28](=[O:29])[OH:30])[cH:31][cH:32][c:33]1[Cl:34].[NH2:1][CH2:2][CH:3]1[CH:4]2[CH2:5][CH:6]2[CH2:7][N:8]1[C:9](=[O:10])[c:11]1[n:12][c:13]([CH3:23])[s:14][c:15]1-[c:16]1[cH:17][c:18]([CH3:22])[cH:19][cH:20][cH:21]1>>[NH:1]([CH2:2][CH:3]1[CH:4]2[CH2:5][CH:6]2[CH2:7][N:8]1[C:9](=[O:10])[c:11]1[n:12][c:13]([CH3:23])[s:14][c:15]1-[c:16]1[cH:17][c:18]([CH3:22])[cH:19][cH:20][cH:21]1)[C:28]([c:27]1[cH:26][c:25]([Cl:24])[c:33]([Cl:34])[cH:32][cH:31]1)=[O:29]. Starting materials: C1(=CC=CC2=CC=CC=C12)O (1-naphthol), S-methyl ester, CNC(O)=S (N-methylcarbamothioic acid), [Na] (sodium). Run in C1=CC=CC=C1 (benzene). Product: CNC(OC1=CC=CC2=CC=CC=C12)=O (1-naphthyl N-methylcarbamate), formula VII. RXN SMILES: [C:1]1([OH:11])[C:10]2[C:5](=[CH:6][CH:7]=[CH:8][CH:9]=2)[CH:4]=[CH:3][CH:2]=1.[CH3:12][NH:13][C:14](=S)[OH:15].[Na]>C1C=CC=CC=1>[CH3:12][NH:13][C:14](=[O:15])[O:11][C:1]1[C:10]2[C:5](=[CH:6][CH:7]=[CH:8][CH:9]=2)[CH:4]=[CH:3][CH:2]=1 |^1:16|. Procedure details: To a solution of 1-naphthol (1.44 g, 0.01 mole) and S-methyl ester of N-methylcarbamothioic acid (1.575 g, 0.015 mole) in benzene (6 ml) there was added sodium (0.15 g) and the mixture was refluxed for 20 hrs. The reaction mixture was cooled and washed with water and a cold 5% NaOH solution followed by water and brine and then dried. The removal of solvent afforded the solid which was further purified by crystallization to furnish 1-naphthyl N-methylcarbamate of the formula VII, m.p. 140°-141° C... The reactants are BrC1=CC(=C(C=C1)C(=O)N1CCN(CC1)C1=NC=C(C=C1)C1CC1)F ((4-bromo-2-fluorophenyl)[4-(5-cyclopropylpyridin-2-yl)piperazin-1-yl]methanone), C[C@H]1NC(OC1)=O ((R)-4-methyloxazolidin-2-one). Yields the product C1(CC1)C=1C=CC(=NC1)N1CCN(CC1)C(=O)C1=C(C=C(C=C1)N1C(OC[C@H]1C)=O)F ((R)-3-{4-[4-(5-cyclopropylpyridin-2-yl)piperazine-1-carbonyl]-3-fluorophenyl}-4-methyloxazolidin-2-one). Yield: 89.3%. Reaction SMILES: Br[C:2]1[CH:7]=[CH:6][C:5]([C:8]([N:10]2[CH2:15][CH2:14][N:13]([C:16]3[CH:21]=[CH:20][C:19]([CH:22]4[CH2:24][CH2:23]4)=[CH:18][N:17]=3)[CH2:12][CH2:11]2)=[O:9])=[C:4]([F:25])[CH:3]=1.[CH3:26][C@@H:27]1[CH2:31][O:30][C:29](=[O:32])[NH:28]1>>[CH:22]1([C:19]2[CH:20]=[CH:21][C:16]([N:13]3[CH2:14][CH2:15][N:10]([C:8]([C:5]4[CH:6]=[CH:7][C:2]([N:28]5[C@H:27]([CH3:26])[CH2:31][O:30][C:29]5=[O:32])=[CH:3][C:4]=4[F:25])=[O:9])[CH2:11][CH2:12]3)=[N:17][CH:18]=2)[CH2:24][CH2:23]1. Reported procedure: By reaction and treatment in the same manner as in Example 110 and using (4-bromo-2-fluorophenyl)[4-(5-cyclopropylpyridin-2-yl)piperazin-1-yl]methanone (404 mg) described in Preparation Example 188 and (R)-4-methyloxazolidin-2-one (121 mg) described in Preparation Example 25, the title compound (379 mg) was obtained. Reactants: CS(=O)(=O)OC[C@]1(OC2=C(C1)C(=CC(=C2C)C)C)C ((S)-(2,3-dihydro-2,4,6,7-tetramethylbenzofuran-2-yl)methyl methanesulfonate), C1(=CC=CC=C1)C(NC1CCNCC1)C1=CC=CC=C1 (N-(diphenylmethyl)-4-piperidinamine), C([O-])([O-])=O.[K+].[K+] (potassium carbonate). Run in CN(C(C)=O)C (N,N-dimethylacetamide), O (water). Conditions: temperature 177 celsius, time 6 hour. The product is C[C@@]1(OC2=C(C1)C(=CC(=C2C)C)C)CN2CCC(CC2)NC(C2=CC=CC=C2)C2=CC=CC=C2 ((S)-1-[(2,3-Dihydro-2,4,6,7-tetramethylbenzofuran-2-yl)methyl]-N-(diphenylmethyl)-4-piperidinamine). The yield is 90.1%. RXN SMILES: CS(O[CH2:6][C@:7]1([CH3:19])[CH2:11][C:10]2[C:12]([CH3:18])=[CH:13][C:14]([CH3:17])=[C:15]([CH3:16])[C:9]=2[O:8]1)(=O)=O.[C:20]1([CH:26]([C:34]2[CH:39]=[CH:38][CH:37]=[CH:36][CH:35]=2)[NH:27][CH:28]2[CH2:33][CH2:32][NH:31][CH2:30][CH2:29]2)[CH:25]=[CH:24][CH:23]=[CH:22][CH:21]=1.C(=O)([O-])[O-].[K+].[K+]>CN(C)C(=O)C.O>[CH3:19][C@@:7]1([CH2:6][N:31]2[CH2:32][CH2:33][CH:28]([NH:27][CH:26]([C:34]3[CH:39]=[CH:38][CH:37]=[CH:36][CH:35]=3)[C:20]3[CH:25]=[CH:24][CH:23]=[CH:22][CH:21]=3)[CH2:29][CH2:30]2)[CH2:11][C:10]2[C:12]([CH3:18])=[CH:13][C:14]([CH3:17])=[C:15]([CH3:16])[C:9]=2[O:8]1 |f:2.3.4|. Procedure details: A suspension of (S)-(2,3-dihydro-2,4,6,7-tetramethylbenzofuran-2-yl)methyl methanesulfonate (0.34 g), N-(diphenylmethyl)-4-piperidinamine (0.73 g), and potassium carbonate (0.38 g) in N,N-dimethylacetamide (2 mL) was stirred under argon gas at 177° C. for 6 hours. This reaction mixture was diluted with water and extracted with diisopropyl ether. The organic layer was washed with water and extracted with 1N-hydrochloric acid. The aqueous layer was made basic with 2N-sodium hydroxide/water and ext... The reactants are C1(=CC=CC=C1)P(C1=CC=CC=C1)(C1=CC=CC=C1)=C(C(=O)OC(C)(C)C)C (t-butyl (triphenylphosphoranylidene)propionate), C(=O)C=1C=C2C(=CN(C2=CC1)C)CC1=C(C=C(C(=O)OC)C=C1)OC (methyl 4-(5-formyl-1-methylindol-3-ylmethyl)-3-methoxybenzoate), C(C)(=O)OCC (ethyl acetate). Run in O1CCOCC1 (dioxane). The product is C(C)(C)(C)OC(=O)/C(=C/C=1C=C2C(=CN(C2=CC1)C)CC1=C(C=C(C(=O)OC)C=C1)OC)/C (methyl E-4-[5-[2-(t-butoxycarbonyl)-1-propenyl]-1-methylindol-3-ylmethyl]-3-methoxybenzoate). Isolated yield 90.0%. As a reaction SMILES: C1(P(=[C:20]([CH3:28])[C:21]([O:23][C:24]([CH3:27])([CH3:26])[CH3:25])=[O:22])(C2C=CC=CC=2)C2C=CC=CC=2)C=CC=CC=1.C([C:31]1[CH:32]=[C:33]2[C:37](=[CH:38][CH:39]=1)[N:36]([CH3:40])[CH:35]=[C:34]2[CH2:41][C:42]1[CH:51]=[CH:50][C:45]([C:46]([O:48][CH3:49])=[O:47])=[CH:44][C:43]=1[O:52][CH3:53])=O.[C:54](OCC)(=O)C>O1CCOCC1>[C:24]([O:23][C:21](/[C:20](/[CH3:28])=[CH:54]/[C:31]1[CH:32]=[C:33]2[C:37](=[CH:38][CH:39]=1)[N:36]([CH3:40])[CH:35]=[C:34]2[CH2:41][C:42]1[CH:51]=[CH:50][C:45]([C:46]([O:48][CH3:49])=[O:47])=[CH:44][C:43]=1[O:52][CH3:53])=[O:22])([CH3:25])([CH3:26])[CH3:27]. Procedure details: A mixture of t-butyl (triphenylphosphoranylidene)propionate (10.41 g) and methyl 4-(5-formyl-1-methylindol-3-ylmethyl)-3-methoxybenzoate (4.5 g) in dry dioxane (60 ml) was stirred and heated at 100° for 18 hr, under an atmosphere of nitrogen. After ethyl acetate (100 ml) was added to the cooled reaction solution, solids were removed by filtration and the filtrate evaporated. The residual dark oil was purified by flash chromatography, eluting with 45:50:5 hexane: methylene chloride:ethyl acetate,... The reactants are COc2ccc1ccccc1c2 (substrate), OB(O)c1ccccc1 (effective_coupling_partner). The reagents and catalysts are PCy3. Reaction conditions: temperature 80 celsius, time 12 hour. The product is c3ccc(c2ccc1ccccc1c2)cc3. Reactants: CN(C)C=O, CC(C)NC(C)C, CN1Cc2c(-c3noc(CCl)n3)ncn2-c2ccccc2C1=O. Yields the product CC(C)N(Cc1nc(-c2ncn3c2CN(C)C(=O)c2ccccc2-3)no1)C(C)C. Reaction SMILES: [CH3:31][N:32]([CH3:33])[CH:34]=[O:35].[CH:24]([CH3:25])([CH3:26])[NH:27][CH:28]([CH3:29])[CH3:30].[Cl:1][CH2:2][c:3]1[n:4][c:5](-[c:8]2[n:9][cH:10][n:11]3[c:12]2[CH2:13][N:14]([CH3:23])[C:15](=[O:22])[c:16]2[c:17]-3[cH:18][cH:19][cH:20][cH:21]2)[n:6][o:7]1>>[CH2:2]([c:3]1[n:4][c:5](-[c:8]2[n:9][cH:10][n:11]3[c:12]2[CH2:13][N:14]([CH3:23])[C:15](=[O:22])[c:16]2[c:17]-3[cH:18][cH:19][cH:20][cH:21]2)[n:6][o:7]1)[N:27]([CH:24]([CH3:25])[CH3:26])[CH:28]([CH3:29])[CH3:30]. Reactants: CCOC(=O)CP(=O)(OCC)OCC (triethyl phosphono acetate), [H-].[Na+] (NaH), O (water), C1(CCC1)=O (cyclobutanone). Run in C1CCOC1 (THF), C1CCOC1 (THF). Conditions: temperature 0 celsius, time 10 minute. The product is C1(CCC1)=CC(=O)OCC (ethyl 2-cyclobutylideneacetate). Isolated yield 100.0%. As a reaction SMILES: [CH3:1][CH2:2][O:3][C:4]([CH2:6]P(OCC)(OCC)=O)=[O:5].[H-].[Na+].[C:17]1(=O)[CH2:20][CH2:19][CH2:18]1.O>C1COCC1>[C:17]1(=[CH:6][C:4]([O:3][CH2:2][CH3:1])=[O:5])[CH2:20][CH2:19][CH2:18]1 |f:1.2|. Procedure: To a solution of triethyl phosphono acetate (35.2 g) in 100 mL THF, at 0° C., was added slowly via a syringe a solution of NaH (6.2 g) in 60 mL THF. The mixture was stirred at 0° C. for 10 minutes, cyclobutanone (10 g) was added by a syringe, and the resulting mixture was stirred at room temperature for 2 hours, followed by addition of distilled water to quench the reaction. The aqueous solution was extracted by ethyl acetate (3×20 mL), the combined organic layers were dried over Na2SO4 and the ...